From a dataset of the Open Reaction Database (ORD), a public repository of structured organic reaction records. describe an organic reaction: reactants, conditions, products, and yield The reactants are C1(=CC=CC=C1)S(=O)(=O)N1C(=CC=2C1=NC=C(C2)OC)C(=CC2CCCC2)OS(=O)(=O)C2=CC=C(C=C2)C (toluene-4-sulfonic acid-1-(benzenesulfonyl-5-methoxy-1H-pyrrolo[2,3-b]pyridin-2-yl)-2-cyclopentyl-vinyl ester), C(C)(=O)C1=CC=C(C=C1)B(O)O (4-acetylphenylboronic acid), C([O-])([O-])=O.[Na+].[Na+] (sodium carbonate). The reagents and catalysts are Cl[Pd]([P](C1=CC=CC=C1)(C2=CC=CC=C2)C3=CC=CC=C3)([P](C4=CC=CC=C4)(C5=CC=CC=C5)C6=CC=CC=C6)Cl (dichlorobis(triphenylphosphine)palladium). The solvent is C(C)(=O)OCC (ethyl acetate), O1CCOCC1 (dioxane). The product is C1(=CC=CC=C1)S(=O)(=O)N1C(=CC=2C1=NC=C(C2)OC)C(=CC2CCCC2)C2=CC=C(C=C2)C(C)=O (1-{4-[1-(1-benzenesulfonyl-5-methoxy-1H-pyrrolo[2,3-b]pyridin-2-yl)-2-cyclopentyl-vinyl]-phenyl}-ethanone). Isolated yield 93.8%. RXN SMILES: [C:1]1([S:7]([N:10]2[C:14]3=[N:15][CH:16]=[C:17]([O:19][CH3:20])[CH:18]=[C:13]3[CH:12]=[C:11]2[C:21](OS(C2C=CC(C)=CC=2)(=O)=O)=[CH:22][CH:23]2[CH2:27][CH2:26][CH2:25][CH2:24]2)(=[O:9])=[O:8])[CH:6]=[CH:5][CH:4]=[CH:3][CH:2]=1.[C:39]([C:42]1[CH:47]=[CH:46][C:45](B(O)O)=[CH:44][CH:43]=1)(=[O:41])[CH3:40].C(=O)([O-])[O-].[Na+].[Na+]>O1CCOCC1.C(OCC)(=O)C.Cl[Pd](Cl)([P](C1C=CC=CC=1)(C1C=CC=CC=1)C1C=CC=CC=1)[P](C1C=CC=CC=1)(C1C=CC=CC=1)C1C=CC=CC=1>[C:1]1([S:7]([N:10]2[C:14]3=[N:15][CH:16]=[C:17]([O:19][CH3:20])[CH:18]=[C:13]3[CH:12]=[C:11]2[C:21]([C:45]2[CH:46]=[CH:47][C:42]([C:39](=[O:41])[CH3:40])=[CH:43][CH:44]=2)=[CH:22][CH:23]2[CH2:27][CH2:26][CH2:25][CH2:24]2)(=[O:8])=[O:9])[CH:6]=[CH:5][CH:4]=[CH:3][CH:2]=1 |f:2.3.4,^1:71,90|. Reported procedure: To a mixture of toluene-4-sulfonic acid-1-(benzenesulfonyl-5-methoxy-1H-pyrrolo[2,3-b]pyridin-2-yl)-2-cyclopentyl-vinyl ester (prepared as in Example 12, 1 g, 1.81 mmol), 4-acetylphenylboronic acid (743 mg, 4.53 mmol), and dichlorobis(triphenylphosphine)palladium (II) (127 mg, 0.18 mmol) in dioxane (5 mL) was added an aqueous sodium carbonate solution (2 M, 2.3 mL, 4.6 mmol). The resulting mixture was subjected to microwave irradiation for 2 h at 100° C. The mixture was diluted with ethyl acetat... The reactants are CC(C)(C)C(=O)Cl, CCN(C(C)C)C(C)C, NNc1ccc([N+](=O)[O-])cc1Cl, C1CCOC1. The product is CC(C)(C)C(=O)NNc1ccc([N+](=O)[O-])cc1Cl. RXN SMILES: [C:22]([C:23]([CH3:24])([CH3:25])[CH3:26])(=[O:27])[Cl:28].[CH2:13]([N:14]([CH:15]([CH3:16])[CH3:17])[CH:18]([CH3:19])[CH3:20])[CH3:21].[Cl:1][c:2]1[c:3]([NH:11][NH2:12])[cH:4][cH:5][c:6]([N+:8](=[O:9])[O-:10])[cH:7]1.[O:29]1[CH2:30][CH2:31][CH2:32][CH2:33]1>>[Cl:1][c:2]1[c:3]([NH:11][NH:12][C:22]([C:23]([CH3:24])([CH3:25])[CH3:26])=[O:27])[cH:4][cH:5][c:6]([N+:8](=[O:9])[O-:10])[cH:7]1. The reactants are CN(C(OC(C)(C)C)=O)C(C)(CCC=O)C (tert-butyl methyl-(2-methyl-5-oxopentan-2-yl)carbamate), [N+](=[N-])=C(C(C)=O)P(OC)(OC)=O (dimethyl 1-diazo-2-oxopropylphosphonate), C(=O)([O-])[O-].[K+].[K+] (K2CO3). Run in CO (methanol), O (water). Conditions: time 8 hour. Yields the product CN(C(OC(C)(C)C)=O)C(C)(CCC#C)C (tert-butyl methyl-(2-methylhex-5-yn-2-yl)carbamate). Yield: 88.2%. Reaction SMILES: [CH3:1][N:2]([C:10]([CH3:16])([CH2:12][CH2:13][CH:14]=O)[CH3:11])[C:3](=[O:9])[O:4][C:5]([CH3:8])([CH3:7])[CH3:6].[N+](=[C:19](P(=O)(OC)OC)C(=O)C)=[N-].C([O-])([O-])=O.[K+].[K+]>CO.O>[CH3:1][N:2]([C:10]([CH3:16])([CH2:12][CH2:13][C:14]#[CH:19])[CH3:11])[C:3](=[O:9])[O:4][C:5]([CH3:8])([CH3:7])[CH3:6] |f:2.3.4|. Procedure details: To 150 mg of 12e in 3 ml of methanol was added 250 mg of dimethyl 1-diazo-2-oxopropylphosphonate and 250 mg of K2CO3. The mixture was stirred at RT overnight. Then reaction was diluted with water and the product was extracted with ether. The extract was washed once with sat. NaCl, dried, concentrated and filtered over a short silica column, using a pentane-ether gradient as eluent, to give 130 mg of 12f as colorless oil; Rf 0.55 (heptane/ether 3/1). NMR (CDCl3) δ 1.33 (s, 3, 2×CH3), 1.48 (s, 9, ...